Dataset: the Open Reaction Database (ORD), a public repository of structured organic reaction records. Task: describe an organic reaction: reactants, conditions, products, and yield The reactants are CC(C)(C)OC(=O)N1CCCC1COc1ccc(OCc2ccccc2)cc1, C1CCOC1, CCO. Product: CC(C)(C)OC(=O)N1CCCC1COc1ccc(O)cc1. Reaction SMILES: [C:1]([CH3:2])([CH3:3])([CH3:4])[O:5][C:6](=[O:7])[N:8]1[CH:9]([CH2:13][O:14][c:15]2[cH:16][cH:17][c:18]([O:21][CH2:22][c:23]3[cH:24][cH:25][cH:26][cH:27][cH:28]3)[cH:19][cH:20]2)[CH2:10][CH2:11][CH2:12]1.[CH2:29]1[O:30][CH2:31][CH2:32][CH2:33]1.[CH3:34][CH2:35][OH:36]>>[C:1]([CH3:2])([CH3:3])([CH3:4])[O:5][C:6](=[O:7])[N:8]1[CH:9]([CH2:13][O:14][c:15]2[cH:16][cH:17][c:18]([OH:21])[cH:19][cH:20]2)[CH2:10][CH2:11][CH2:12]1. Starting materials: Cl.N[C@H]([C@H](O)C1=CC(=CC=C1)CC)C ((1R,2S)-2-amino-1-(3-ethylphenyl)propan-1-ol hydrochloride), FC1=CC=C(C=C1)N1N=CC2=CC(=CC=C12)I (1-(4-fluorophenyl)-5-iodo-1H-indazole), C([O-])([O-])=O.[Cs+].[Cs+] (cesium carbonate). The reagents and catalysts are [Cu]I (copper(I) iodide). Solvent: C(CCC)#N (butyronitrile). Product: Cl.C(C)C=1C=C(C=CC1)[C@H]([C@H](C)N)OC=1C=C2C=NN(C2=CC1)C1=CC=C(C=C1)F ((1R,2S)-1-(3-ethylphenyl)-1-(1-(4-fluorophenyl)-1H-indazol-5-yloxy)propan-2-amine hydrochloride). As a reaction SMILES: [ClH:1].[NH2:2][C@@H:3]([CH3:14])[C@@H:4]([C:6]1[CH:11]=[CH:10][CH:9]=[C:8]([CH2:12][CH3:13])[CH:7]=1)[OH:5].[F:15][C:16]1[CH:21]=[CH:20][C:19]([N:22]2[C:30]3[C:25](=[CH:26][C:27](I)=[CH:28][CH:29]=3)[CH:24]=[N:23]2)=[CH:18][CH:17]=1.C(=O)([O-])[O-].[Cs+].[Cs+]>C(#N)CCC.[Cu]I>[ClH:1].[CH2:12]([C:8]1[CH:7]=[C:6]([C@@H:4]([O:5][C:27]2[CH:26]=[C:25]3[C:30](=[CH:29][CH:28]=2)[N:22]([C:19]2[CH:20]=[CH:21][C:16]([F:15])=[CH:17][CH:18]=2)[N:23]=[CH:24]3)[C@@H:3]([NH2:2])[CH3:14])[CH:11]=[CH:10][CH:9]=1)[CH3:13] |f:0.1,3.4.5,8.9|. Procedure details: The subtitle compound was prepared analogous to the method described in Example 19 (step 19a). A mixture of (1R,2S)-2-amino-1-(3-ethylphenyl)propan-1-ol hydrochloride (22b, 216 mg, 1.00 mmol), 1-(4-fluorophenyl)-5-iodo-1H-indazole (406 mg, 1.20 mmol), cesium carbonate (979 mg, 3.00 mmol) and copper(I) iodide (38.1 mg, 0.20 mmol) in butyronitrile (3 mL) was heated for 19 h at +125° C. in a sealed reactiontube flushed with Argon. After final purification by HPLC the obtained material was dissolved... The reactants are BrC=1C=C2C=CC(=CC2=CC1)O (6-bromonaphth-2-ol), C(C1=CC=CC=C1)Br (benzyl bromide), C([O-])([O-])=O.[K+].[K+] (potassium carbonate). Solvent: CC(CC)=O (butan-2-one). The product is C(C1=CC=CC=C1)OC1=CC2=CC=C(C=C2C=C1)Br (2-(Benzyloxy)-6-bromonaphthalene). Reaction SMILES: [Br:1][C:2]1[CH:3]=[C:4]2[C:9](=[CH:10][CH:11]=1)[CH:8]=[C:7]([OH:12])[CH:6]=[CH:5]2.[CH2:13](Br)[C:14]1[CH:19]=[CH:18][CH:17]=[CH:16][CH:15]=1.C(=O)([O-])[O-].[K+].[K+]>CC(=O)CC>[CH2:13]([O:12][C:7]1[CH:6]=[CH:5][C:4]2[C:9](=[CH:10][CH:11]=[C:2]([Br:1])[CH:3]=2)[CH:8]=1)[C:14]1[CH:19]=[CH:18][CH:17]=[CH:16][CH:15]=1 |f:2.3.4|. Reported procedure: A mechanically stirred mixture of 6-bromonaphth-2-ol (10.00 g, 0.04483 mol), benzyl bromide (6.97 g, 0.0408 mol), potassium carbonate (11.26 g, 0.08147 mol) and butan-2-one (350 ml) was heated under reflux for 24 hrs. (GLC and TLC analyses revealed a complete reaction). The potassium carbonate was filtered off and the filtrate was washed with water before being dried (MgSO4). The drying agent was filtered off and the solvent was removed in vacuo to give a pale orange solid. The crude product was... The reactants are C(=O)(O)[O-].[Na+] (NaHCO3), OS(=O)(=O)O (H2SO4), C(C)#N (Acetonitrile), OC(C)C=1C=C(SC1S(=O)(=O)C1=CC=C(C=C1)OC)S(=O)(=O)N (4-(1-hydroxyethyl)-5-(4-methoxyphenylsulfonyl)thiophene-2-sulfonamide), C(C)#N (acetonitrile). The solvent is O (water). The product is C(C)(=O)NC(C)C=1C=C(SC1S(=O)(=O)C1=CC=C(C=C1)OC)S(=O)(=O)N (4-(1-Acetamidoethyl)-5-(4-methoxyphenylsulfonyl)thiophene-2-sulfonamide). Yield: 92.0%. Reaction SMILES: OS(O)(=O)=O.O[CH:7]([C:9]1[CH:10]=[C:11]([S:25]([NH2:28])(=[O:27])=[O:26])[S:12][C:13]=1[S:14]([C:17]1[CH:22]=[CH:21][C:20]([O:23][CH3:24])=[CH:19][CH:18]=1)(=[O:16])=[O:15])[CH3:8].C([O-])(O)=[O:30].[Na+].[C:34](#[N:36])[CH3:35]>O>[C:34]([NH:36][CH:7]([C:9]1[CH:10]=[C:11]([S:25]([NH2:28])(=[O:26])=[O:27])[S:12][C:13]=1[S:14]([C:17]1[CH:18]=[CH:19][C:20]([O:23][CH3:24])=[CH:21][CH:22]=1)(=[O:16])=[O:15])[CH3:8])(=[O:30])[CH3:35] |f:2.3|. Procedure: Acetonitrile (30 ml) was cooled in ice and concentrated H2SO4 (4.4 ml, 0.083 mol) was added over about 5 minutes. Then 4-(1-hydroxyethyl)-5-(4-methoxyphenylsulfonyl)thiophene-2-sulfonamide (3.13 g, 0.0083 mol) in acetonitrile (20 ml) was added and the solution was stirred at room temperature over the week-end. The reaction was diluted with water (10 ml) and was neutralized with NaHCO3. The suspension was filtered and the solids were washed with acetonitrile. The filtrate and washings were concen...